This data is from the Open Reaction Database (ORD), a public repository of structured organic reaction records. The task is: describe an organic reaction: reactants, conditions, products, and yield Starting materials: ClC1=NC=C(C=C1)[N+](=O)[O-] (2-chloro-5-nitropyridine), NC1=NC=CC=N1 (2-aminopyrimidine). The product is NC1=NC=CC=C1 (2-aminopyridine), NC1=NC=C(C=C1)[N+](=O)[O-] (2-amino-5-nitropyridine). As a reaction SMILES: Cl[C:2]1[CH:7]=[CH:6][C:5]([N+:8]([O-:10])=[O:9])=[CH:4][N:3]=1.[NH2:11]C1N=CC=CN=1>>[NH2:11][C:2]1[CH:7]=[CH:6][CH:5]=[CH:4][N:3]=1.[NH2:11][C:2]1[CH:7]=[CH:6][C:5]([N+:8]([O-:10])=[O:9])=[CH:4][N:3]=1. Procedure details: Alternatively, 2-chloro-5-nitropyridine can be prepared using the procedure described in the Journal Chemical Society 9 (1941), starting with 2-aminopyrimidine. Nitration of 2-aminopyridine gives 2-amino-5-nitropyridine, which can be converted into 2-hydroxy-5-nitropyridine by a diazonium reaction. Subsequent heating of 2-hydroxy-5-nitropyridine in a phosphorous pentachloride/phosphorous oxychloride mixture yields 2-chloro-5-nitropyridine. The synthesis is summarized below: ##STR13## The reactants are ClC1=CC(=NC=C1)C=1SC=CC1 (4-chloro-2-thiophen-2-yl-pyridine), BrBr (Br2), [O-]S(=O)(=S)[O-].[Na+].[Na+] (Na2S2O3). Run in C(Cl)Cl (CH2Cl2). Conditions: time 6 hour. Product: BrC1=CC=C(S1)C1=NC=CC(=C1)Cl (2-(5-bromo-thiophen-2-yl)-4-chloro-pyridine). Reaction SMILES: [Cl:1][C:2]1[CH:7]=[CH:6][N:5]=[C:4]([C:8]2[S:9][CH:10]=[CH:11][CH:12]=2)[CH:3]=1.[Br:13]Br.[O-]S([O-])(=S)=O.[Na+].[Na+]>C(Cl)Cl>[Br:13][C:10]1[S:9][C:8]([C:4]2[CH:3]=[C:2]([Cl:1])[CH:7]=[CH:6][N:5]=2)=[CH:12][CH:11]=1 |f:2.3.4|. Reported procedure: To a solution of 4-chloro-2-thiophen-2-yl-pyridine (195 mg, 0.55 mmol) in CH2Cl2 (2 mL) was added Br2 (1 M in CH2Cl2, 0.6 mL). After 6 h, the resulting mixture was treated with Na2S2O3 (1 M in water, 1 mL), stirred for 10 min, and extracted with CH2Cl2. The organic layer was dried and concentrated, and the resulting crude product was recrystallized from EtOH to yield 2-(5-bromo-thiophen-2-yl)-4-chloro-pyridine as a solid.